Task: describe an organic reaction: reactants, conditions, products, and yield. Dataset: the Open Reaction Database (ORD), a public repository of structured organic reaction records Reactants: COC=1C=CC(=C2CCC(N(C12)CC1=CC=C(C=C1)C(=O)OC)=O)C=C1C(NC(S1)=O)=O (5-[8-methoxy-1-(4-methoxycarbonyl benzyl)-2-oxo-1,2,3,4-tetrahydroquinolin-5-ylmethylidene]thiazolidine-2,4-dione). The reagents and catalysts are [C].[Pd] (palladium carbon). Solvent: CN(C)C=O (DMF). Run at time 5 hour. Yields the product COC=1C=CC(=C2CCC(N(C12)CC1=CC=C(C=C1)C(=O)OC)=O)CC1C(NC(S1)=O)=O (5-[8-methoxy-1-(4-methoxycarbonylbenzyl)-2-oxo-1,2,3,4-tetrahydroquinolin-5-ylmethyl]thiazolidine-2,4-dione). The yield is 74.4%. Reaction SMILES: [CH3:1][O:2][C:3]1[CH:4]=[CH:5][C:6]([CH:25]=[C:26]2[S:30][C:29](=[O:31])[NH:28][C:27]2=[O:32])=[C:7]2[C:12]=1[N:11]([CH2:13][C:14]1[CH:19]=[CH:18][C:17]([C:20]([O:22][CH3:23])=[O:21])=[CH:16][CH:15]=1)[C:10](=[O:24])[CH2:9][CH2:8]2>[C].[Pd].CN(C=O)C>[CH3:1][O:2][C:3]1[CH:4]=[CH:5][C:6]([CH2:25][CH:26]2[S:30][C:29](=[O:31])[NH:28][C:27]2=[O:32])=[C:7]2[C:12]=1[N:11]([CH2:13][C:14]1[CH:19]=[CH:18][C:17]([C:20]([O:22][CH3:23])=[O:21])=[CH:16][CH:15]=1)[C:10](=[O:24])[CH2:9][CH2:8]2 |f:1.2|. Procedure details: 7.0 g of 10% palladium carbon was added to a DMF solution (70 ml) of 7.0 g of 5-[8-methoxy-1-(4-methoxycarbonyl benzyl)-2-oxo-1,2,3,4-tetrahydroquinolin-5-ylmethylidene]thiazolidine-2,4-dione, and a catalytic reduction was carried out at 40° C. for 5 hours. The catalyst was removed by filtration and the filtrate was concentrated. The residue was purified by silica gel column chromatography (n-hexane:ethyl acetate=4:1→1:1). The purified product was recrystallized from an ethyl acetate-diethyl eth...